From a dataset of the Open Reaction Database (ORD), a public repository of structured organic reaction records. describe an organic reaction: reactants, conditions, products, and yield Reaction SMILES: [CH2:23]([CH3:24])[N:25]=[C:26]=[O:27].[Cl:28][CH2:29][Cl:30].[F:1][c:2]1[cH:3][cH:4][c:5](-[c:8]2[n:9][n:10]3[c:11]([c:16]2-[c:17]2[cH:18][cH:19][n:20][cH:21][cH:22]2)[NH:12][NH:13][CH2:14][CH2:15]3)[cH:6][cH:7]1>>[F:1][c:2]1[cH:3][cH:4][c:5](-[c:8]2[n:9][n:10]3[c:11]([c:16]2-[c:17]2[cH:18][cH:19][n:20][cH:21][cH:22]2)[NH:12][N:13]([C:26]([NH:25][CH2:23][CH3:24])=[O:27])[CH2:14][CH2:15]3)[cH:6][cH:7]1. The reactants are CCN=C=O, ClCCl, Fc1ccc(-c2nn3c(c2-c2ccncc2)NNCC3)cc1. The product is CCNC(=O)N1CCn2nc(-c3ccc(F)cc3)c(-c3ccncc3)c2N1. The reactants are BrC1=C(C=CC=C1)O (2-bromophenol), C([O-])([O-])=O.[K+].[K+] (potassium carbonate), BrC(C)C (2-bromopropane). Solvent: CN(C=O)C (dimethylformamide). Run at temperature 60 celsius, time 5 hour. Product: BrC1=C(C=CC=C1)OC(C)C (1-Bromo-2-(1-methylethoxy)benzene). Isolated yield 91.4%. Reaction SMILES: [Br:1][C:2]1[CH:7]=[CH:6][CH:5]=[CH:4][C:3]=1[OH:8].C(=O)([O-])[O-].[K+].[K+].Br[CH:16]([CH3:18])[CH3:17]>CN(C)C=O>[Br:1][C:2]1[CH:7]=[CH:6][CH:5]=[CH:4][C:3]=1[O:8][CH:16]([CH3:18])[CH3:17] |f:1.2.3|. Reported procedure: A mixture of 2-bromophenol (23.2 mL, 0.20 mol), potassium carbonate (33.2 g, 0.24 mol) and 2-bromopropane (28.0 mL, 0.30 mol) in dimethylformamide (200 mL) was stirred in a preheated oil bath (60° C.) for 5 h. The cooled reaction mixture was then partitioned between ether and water. The layers were separated and the aqueous phase was extracted with ether. The combined organic solution was washed with copious amounts of water, 3N aqueous NaOH, dried (MgSO4), filtered and concentrated in vacuo to ...